This data is from the Open Reaction Database (ORD), a public repository of structured organic reaction records. The task is: describe an organic reaction: reactants, conditions, products, and yield The reactants are BrC=1C=C(C=NC1)C1=NC2=CC=C(C=C2N=C1N(C)C(C)C)C(=O)OC (methyl 2-(5-bromopyridin-3-yl)-3-(isopropyl(methyl)amino)quinoxaline-6-carboxylate), [OH-].[Na+] (sodium hydroxide), O (water). Run in CO (methanol). Run at time 8 hour. Product: BrC=1C=C(C=NC1)C1=NC2=CC=C(C=C2N=C1N(C)C(C)C)C(=O)O (2-(5-bromopyridin-3-yl)-3-(isopropyl(methyl)amino)quinoxaline-6-carboxylic acid). Isolated yield 83.1%. As a reaction SMILES: [Br:1][C:2]1[CH:3]=[C:4]([C:8]2[C:17]([N:18]([CH:20]([CH3:22])[CH3:21])[CH3:19])=[N:16][C:15]3[C:10](=[CH:11][CH:12]=[C:13]([C:23]([O:25]C)=[O:24])[CH:14]=3)[N:9]=2)[CH:5]=[N:6][CH:7]=1.[OH-].[Na+].O>CO>[Br:1][C:2]1[CH:3]=[C:4]([C:8]2[C:17]([N:18]([CH:20]([CH3:22])[CH3:21])[CH3:19])=[N:16][C:15]3[C:10](=[CH:11][CH:12]=[C:13]([C:23]([OH:25])=[O:24])[CH:14]=3)[N:9]=2)[CH:5]=[N:6][CH:7]=1 |f:1.2|. Procedure details: To a solution of methyl 2-(5-bromopyridin-3-yl)-3-(isopropyl(methyl)amino)quinoxaline-6-carboxylate (150.0 mg, 0.36 mmol) in methanol (30 mL) was added sodium hydroxide (43 mg, 1.08 mmol) and water (1 mL) The reaction mixture was stirred overnight at room temperature and concentrated under vacuum. The residue was dissolved in water (30 mL) and adjusted to PH 5 with HCl (3 N). The product were collected by filtration to afford 2-(5-bromopyridin-3-yl)-3-(isopropyl(methyl)amino)quinoxaline-6-carbox... Reactants: NC=1C=C(C=CC1)C1=NC(NC2=C3C(=CC=C12)C=CC=C3)=O (4-(3-aminophenyl)-1H-benzo[h]quinazolin-2-one), CO (methanol), Cl (hydrogen chloride). Solvent: C(Cl)(Cl)Cl (chloroform), C(C)(=O)OCC (ethyl acetate). Reaction conditions: time 1 hour. Yields the product Cl.NC=1C=C(C=CC1)C1=NC(NC2=C3C(=CC=C12)C=CC=C3)=O (4-(3-Aminophenyl)-1H-benzo[h]quinazolin-2-one hydrochloride). Isolated yield 100.0%. RXN SMILES: [NH2:1][C:2]1[CH:3]=[C:4]([C:8]2[C:17]3[C:12](=[C:13]4[CH:21]=[CH:20][CH:19]=[CH:18][C:14]4=[CH:15][CH:16]=3)[NH:11][C:10](=[O:22])[N:9]=2)[CH:5]=[CH:6][CH:7]=1.CO.[ClH:25]>C(Cl)(Cl)Cl.C(OCC)(=O)C>[ClH:25].[NH2:1][C:2]1[CH:3]=[C:4]([C:8]2[C:17]3[C:12](=[C:13]4[CH:21]=[CH:20][CH:19]=[CH:18][C:14]4=[CH:15][CH:16]=3)[NH:11][C:10](=[O:22])[N:9]=2)[CH:5]=[CH:6][CH:7]=1 |f:5.6|. Reported procedure: To a solution of 4-(3-aminophenyl)-1H-benzo[h]quinazolin-2-one (25 mg, 0.087 mmol) in chloroform (2 mL)/methanol (1 mL) was added a solution of 4M hydrogen chloride in ethyl acetate (1 mL), and stirred for 1 hour. The solvent was removed under reduced pressure to give the titled compound as a orange powder (30 mg, yield 100%). The reactants are C(C)OC1=NC2=C(C(=C(C=C2C(=C1)O)F)F)F (2-ethoxy-6,7,8-trifluoro-4-hydroxyquinoline), ice, P(=O)(Cl)(Cl)Cl (phosphoryl chloride). Solvent: petroleum ether, O (water). Run at temperature 100 celsius, time 30 minute. The product is ClC1=CC(=NC2=C(C(=C(C=C12)F)F)F)OCC (4-Chloro-2-ethoxy-6,7,8-trifluoroquinoline). As a reaction SMILES: [CH2:1]([O:3][C:4]1[CH:13]=[C:12](O)[C:11]2[C:6](=[C:7]([F:17])[C:8]([F:16])=[C:9]([F:15])[CH:10]=2)[N:5]=1)[CH3:2].P(Cl)(Cl)([Cl:20])=O>O>[Cl:20][C:12]1[C:11]2[C:6](=[C:7]([F:17])[C:8]([F:16])=[C:9]([F:15])[CH:10]=2)[N:5]=[C:4]([O:3][CH2:1][CH3:2])[CH:13]=1. Procedure details: A suspension of 2-ethoxy-6,7,8-trifluoro-4-hydroxyquinoline (69.5 g) is phosphoryl chloride (430 cc) is heated with stirring to a temperature in the region of 100° C. for 30 minutes. The solution obtained is concentrated under reduced pressure (20 kPa) at approximately 60° C. to a volume of 100 cc. The residue is taken up with ethyl acetate (750 cc); the solution obtained is poured with stirring in the course of 10 minutes into a mixture of water (400 cc) and ice (200 g), and left stirring under... Starting materials: NC1=NC=NC2=CC=C(C=C12)NC(CC(C)(C)C)=O (4-amino-6-(3,3-dimethylbutyramido)quinazoline), C(C)OC=C(C(=O)OCC)C(=O)OCC (diethyl ethoxymethylenepropandioate), CN(C=O)C (N,N-dimethylformamide), O (water). Run in C(C)(=O)OCC (ethyl acetate). Run at temperature 150 celsius, time 2 hour. Yields the product O=C1C(=CN=C2N1C=NC=1C=CC(=CC21)NC(CC(C)(C)C)=O)C(=O)OCC (ethyl 4-oxo-10-(3,3-dimethylbutanamido)-4H-pyrimido[1,2-c]quinazoline-3-carboxylate). Isolated yield 26.0%. RXN SMILES: [NH2:1][C:2]1[C:11]2[C:6](=[CH:7][CH:8]=[C:9]([NH:12][C:13](=[O:19])[CH2:14][C:15]([CH3:18])([CH3:17])[CH3:16])[CH:10]=2)[N:5]=[CH:4][N:3]=1.C([O:22][CH:23]=[C:24]([C:30](OCC)=O)[C:25]([O:27][CH2:28][CH3:29])=[O:26])C.CN(C)C=O.O>C(OCC)(=O)C>[O:22]=[C:23]1[N:3]2[CH:4]=[N:5][C:6]3[CH:7]=[CH:8][C:9]([NH:12][C:13](=[O:19])[CH2:14][C:15]([CH3:16])([CH3:18])[CH3:17])=[CH:10][C:11]=3[C:2]2=[N:1][CH:30]=[C:24]1[C:25]([O:27][CH2:28][CH3:29])=[O:26]. Procedure: A mixture of 4-amino-6-(3,3-dimethylbutyramido)quinazoline (12.2 g), diethyl ethoxymethylenepropandioate (15.3 g) and N,N-dimethylformamide (50 ml) was stirred at 150° C. for 2 hours. The reaction mixture was cooled to ambient temperature. After adding water, the resultant mixture was extracted with chloroform. The chloroform layer was washed twice with water and once with saturated aqueous sodium chloride, dried over anhydrous magnesium sulfate and concentrated under reduced pressure to give a ... The reactants are ClCCl, CC(C)(C)OC(=O)c1ccc(-c2ccccc2)cc1NC(=O)c1ccc(Cl)cc1O, O=C(O)C(F)(F)F. Product: O=C(Nc1cc(-c2ccccc2)ccc1C(=O)O)c1ccc(Cl)cc1O. As a reaction SMILES: [CH2:38]([Cl:39])[Cl:40].[Cl:1][c:2]1[cH:3][c:4]([OH:30])[c:5]([C:6](=[O:7])[NH:8][c:9]2[c:10]([C:11](=[O:12])[O:13][C:14]([CH3:15])([CH3:16])[CH3:17])[cH:18][cH:19][c:20](-[c:22]3[cH:23][cH:24][cH:25][cH:26][cH:27]3)[cH:21]2)[cH:28][cH:29]1.[OH:31][C:32]([C:33]([F:34])([F:35])[F:36])=[O:37]>>[Cl:1][c:2]1[cH:3][c:4]([OH:30])[c:5]([C:6](=[O:7])[NH:8][c:9]2[c:10]([C:11](=[O:12])[OH:13])[cH:18][cH:19][c:20](-[c:22]3[cH:23][cH:24][cH:25][cH:26][cH:27]3)[cH:21]2)[cH:28][cH:29]1.